describe an organic reaction: reactants, conditions, products, and yield From a dataset of the Open Reaction Database (ORD), a public repository of structured organic reaction records. Reactants: CN1C(N(CC1)C)=O (1,3-dimethyl-2-imidazolidinone), CN1C(CCCC1)C(C(C)C)O (1-(1-methyl-2-piperidyl)-2-methyl-1-propanol). Solvent: C1CCOC1 (THF). The product is N1C=C(C2=CC=CC=C12)C(=O)OC(C(C)C)C1N(CCCC1)C (1-(1-Methyl-2-piperidyl)-2-methyl-1-propyl 1H-indole-3-carboxylate). RXN SMILES: CN1[CH2:6][CH2:5][N:4]([CH3:7])C1=O.[CH3:9][N:10]1[CH2:15][CH2:14][CH2:13][CH2:12][CH:11]1[CH:16]([OH:20])[CH:17]([CH3:19])[CH3:18]>C1COCC1>[NH:4]1[C:5]2[C:6](=[CH:12][CH:13]=[CH:14][CH:15]=2)[C:11]([C:16]([O:20][CH:16]([CH:11]2[CH2:12][CH2:13][CH2:14][CH2:15][N:10]2[CH3:9])[CH:17]([CH3:18])[CH3:19])=[O:20])=[CH:7]1. Reported procedure: The title compound was prepared by the procedures of Example 1 wherein the reaction solvent is changed to THF: 1,3-dimethyl-2-imidazolidinone using 1-(1-methyl-2-piperidyl)-2-methyl-1-propanol prepared in Reference Examples 5 and 6. The solvent is CO (methanol). Reported procedure: A solution of cis-N-(benzyloxycarbonyl)azetidine-2,3dicarboxylic acid and, e.g., ammonia are reacted with [(CH3)2N]3PCl2 to form the cis-N-(benzyloxycarbonyl)azetidine-2,3-dicarboxamide (XI), as set forth by Appel et al., Chem. Ber. 116, 2037-2040 (1983). XI, 10% pd/C and methanol are hydrogenated in a Parr shaker under 3 atm of hydrogen, for 4 hours. The catalyst is filtered off and thoroughly washed. The solution is evaporated to dryness and dried in vacuo to arrive at cis-azetidine-2,3-dicarb... RXN SMILES: C(OC([NH:11][C:12]([C@H:14]1[C@@H:17]([C:18]([NH2:20])=[O:19])[CH2:16][NH:15]1)=[O:13])=O)C1C=CC=CC=1.[H][H]>CO>[NH:15]1[CH2:16][C@H:17]([C:18]([NH2:20])=[O:19])[C@@H:14]1[C:12]([NH2:11])=[O:13]. Yields the product N1[C@H]([C@H](C1)C(=O)N)C(=O)N (cis-azetidine-2,3-dicarboxamide). Reactants: [H][H] (hydrogen), C(C1=CC=CC=C1)OC(=O)NC(=O)[C@@H]1NC[C@@H]1C(=O)N (cis-N-(benzyloxycarbonyl)azetidine-2,3-dicarboxamide). Starting materials: 10.5, COC1=CC=C(C=C1)N1C(=NN=C1C)S (4-(4-methoxyphenyl)-5-methyl-4H-1,2,4-triazole-3-thiol), [OH-].[NH4+] (ammonium hydroxide). Reagents/catalysts: [Ni] (Raney-nickel). Run in CO (methanol). Product: COC1=CC=C(C=C1)N1C(=NN=C1)C (4-(4-methoxyphenyl)-3-methyl-4H-1,2,4-triazole). As a reaction SMILES: [CH3:1][O:2][C:3]1[CH:8]=[CH:7][C:6]([N:9]2[C:13]([CH3:14])=[N:12][N:11]=[C:10]2S)=[CH:5][CH:4]=1.[OH-].[NH4+]>[Ni].CO>[CH3:1][O:2][C:3]1[CH:8]=[CH:7][C:6]([N:9]2[CH:10]=[N:11][N:12]=[C:13]2[CH3:14])=[CH:5][CH:4]=1 |f:1.2|. Reported procedure: A mixture of 10.5 parts of 4-(4-methoxyphenyl)-5-methyl-4H-1,2,4-triazole-3-thiol, 10 parts of Raney-nickel catalyst, 18 parts of ammonium hydroxide and 200 parts of methanol is stirred and refluxed for 4 hours. The reaction mixture is decanted while hot and the Raney-nickel catalyst is boiled in 160 parts of methanol. The latter is decanted and the combined methanol-phases are evaporated. The residue is crystallized from a mixture of 4-methyl-2-pentanone and 2,2'-oxybispropane. The product is f... The reactants are C(C)(C)(C)OC(=O)N[C@H](C(=O)O)CC1=CC=CC=C1 (2(S)-(tert-Butoxycarbonylamino)-3-phenylpropionic acid), Cl.CNOC (N,O-dimethylhydroxylamine hydrochloride), CCN=C=NCCCN(C)C.Cl (EDC hydrochloride), C=1C=CC2=C(C1)N=NN2O (HOBT). Run at time 8 hour. The product is CON(C([C@H](CC1=CC=CC=C1)NC(=O)OC(C)(C)C)=O)C (N-Methoxy-N-methyl 2(S)-(tert-butoxycarbonylamino)-3-phenylpropionamide). Reaction SMILES: [C:1]([O:5][C:6]([NH:8][C@@H:9]([CH2:13][C:14]1[CH:19]=[CH:18][CH:17]=[CH:16][CH:15]=1)[C:10]([OH:12])=O)=[O:7])([CH3:4])([CH3:3])[CH3:2].Cl.[CH3:21][NH:22][O:23][CH3:24].CCN=C=NCCCN(C)C.Cl.C1C=CC2N(O)N=NC=2C=1>>[CH3:24][O:23][N:22]([CH3:21])[C:10](=[O:12])[C@@H:9]([NH:8][C:6]([O:5][C:1]([CH3:2])([CH3:3])[CH3:4])=[O:7])[CH2:13][C:14]1[CH:19]=[CH:18][CH:17]=[CH:16][CH:15]=1 |f:1.2,3.4|. Procedure: 2(S)-(tert-Butoxycarbonylamino)-3-phenylpropionic acid (39.80 g, 0.150 mol), N,O-dimethylhydroxylamine hydrochloride (21.95 g, 0.225 mol), EDC hydrochloride (31.52 g, 0.165 mol) and HOBT (20.25 g, 0.150 mol) were stirred in dry, degassed DMF (200 mL) at 20° C. under nitrogen. N-Methylmorpholine is added to obtain pH 7. The reaction was stirred overnight, the DMF distilled under high vacuum, and the residue partitioned between ethyl acetate and 2% potassium hydrogen sulfate. The organic phase was... The reactants are CO, Cl, C1COCCO1, CC([N+](=O)[O-])C1(O)CN(C(=O)OC(C)(C)C)C1. The product is Cl, CC([N+](=O)[O-])C1(O)CNC1. Reaction SMILES: [CH3:19][OH:20].[ClH:18].[O:21]1[CH2:22][CH2:23][O:24][CH2:25][CH2:26]1.[OH:1][C:2]1([CH:13]([CH3:14])[N+:15](=[O:16])[O-:17])[CH2:3][N:4]([C:6]([O:7][C:8]([CH3:9])([CH3:10])[CH3:11])=[O:12])[CH2:5]1>>[ClH:18].[OH:1][C:2]1([CH:13]([CH3:14])[N+:15](=[O:16])[O-:17])[CH2:3][NH:4][CH2:5]1. The reactants are CN1C=C(C(C2=CC=CC=C12)=O)CO (1-methyl-3-hydroxymethyl-4(1H)-quinolone), 1. Reagents/catalysts: [O-2].[O-2].[Mn+4] (manganese dioxide). Solvent: CN(C)C=O (DMF). Run at temperature 80 celsius, time 16 hour. Product: CN1C=C(C(C2=CC=CC=C12)=O)C=O (1-methyl-3-formyl-4(1H)-quinolone). RXN SMILES: [CH3:1][N:2]1[C:11]2[C:6](=[CH:7][CH:8]=[CH:9][CH:10]=2)[C:5](=[O:12])[C:4]([CH2:13][OH:14])=[CH:3]1>CN(C=O)C.[O-2].[O-2].[Mn+4]>[CH3:1][N:2]1[C:11]2[C:6](=[CH:7][CH:8]=[CH:9][CH:10]=2)[C:5](=[O:12])[C:4]([CH:13]=[O:14])=[CH:3]1 |f:2.3.4|. Procedure details: The 1-methyl-3-hydroxymethyl-4(1H)-quinolone from preparation 1 (18.9 g) was dissolved in DMF (300 ml) and activated manganese dioxide (280 g), added. The mixture was stirred at 80° C. for 16 hours, after which t.l.c. showed the reaction to be complete. The reaction mixture was filtered, the filtrates evaporated to dryness, and the solid residue washed with water to give the desired product 1-methyl-3-formyl-4(1H)-quinolone, m.p. 210°-212° C.